This data is from the Open Reaction Database (ORD), a public repository of structured organic reaction records. The task is: describe an organic reaction: reactants, conditions, products, and yield Procedure: 3-(Bromomethyl)-5-chloro-1-benzothiophene and 1-(2-pyridinyl)piperazine were processed as described in Example 2 to provide the title compound. 1H NMR (d6-DMSO, 300 MHz) δ 3.15 (m, 2H), 3.49 (m, 6H), 3.75 (s, 2H), 6.61 (dd, 1H, J=7.5,4.5 Hz), 6.80 (d, 1H, J=8.7 Hz), 7.40 (dd, 1H, J=8.7,1.5), 7.52 (m, 1H), 7.70 (s, 1H), 8.00 (d, 1H, J=8.7 Hz), 8.08 (m, 2H). MS (DCI/NH3) m/z 344.0 (M+H)+. Anal. Calcd for C18H18N3SCl: C, 62.87; H, 5.28; N, 12.22. Found: C, 62.71; H, 5.23; N, 12.26. As a reaction SMILES: Br[CH2:2][C:3]1[C:7]2[CH:8]=[C:9]([Cl:12])[CH:10]=[CH:11][C:6]=2[S:5][CH:4]=1.[N:13]1[CH:18]=[CH:17][CH:16]=[CH:15][C:14]=1[N:19]1[CH2:24][CH2:23][NH:22][CH2:21][CH2:20]1>>[Cl:12][C:9]1[CH:10]=[CH:11][C:6]2[S:5][CH:4]=[C:3]([CH2:2][N:22]3[CH2:23][CH2:24][N:19]([C:14]4[CH:15]=[CH:16][CH:17]=[CH:18][N:13]=4)[CH2:20][CH2:21]3)[C:7]=2[CH:8]=1. Reactants: BrCC1=CSC2=C1C=C(C=C2)Cl (3-(Bromomethyl)-5-chloro-1-benzothiophene), N1=C(C=CC=C1)N1CCNCC1 (1-(2-pyridinyl)piperazine). The product is ClC=1C=CC2=C(C(=CS2)CN2CCN(CC2)C2=NC=CC=C2)C1 (1-[(5-chloro-1-benzothien-3-yl)methyl]-4-(2-pyridinyl)piperazine). Reactants: OC1=C(C(=O)OC)C=C(C=C1)C1=NOC(=N1)C1=CC(=C(C=C1)C1=CSC=C1C)C (methyl 2-hydroxy-5-{5-[3-methyl-4-(4-methyl-3-thienyl)phenyl]-1,2,4-oxadiazol-3-yl}benzoate), [OH-].[Na+] (NaOH). The product is OC1=C(C(=O)O)C=C(C=C1)C1=NOC(=N1)C1=CC(=C(C=C1)C1=CSC=C1C)C (2-hydroxy-5-{5-[3-methyl-4-(4-methyl-3-thienyl)phenyl]-1,2,4-oxadiazol-3-yl}benzoic acid). Reaction SMILES: [OH:1][C:2]1[CH:11]=[CH:10][C:9]([C:12]2[N:16]=[C:15]([C:17]3[CH:22]=[CH:21][C:20]([C:23]4[C:27]([CH3:28])=[CH:26][S:25][CH:24]=4)=[C:19]([CH3:29])[CH:18]=3)[O:14][N:13]=2)=[CH:8][C:3]=1[C:4]([O:6]C)=[O:5].[OH-].[Na+]>>[OH:1][C:2]1[CH:11]=[CH:10][C:9]([C:12]2[N:16]=[C:15]([C:17]3[CH:22]=[CH:21][C:20]([C:23]4[C:27]([CH3:28])=[CH:26][S:25][CH:24]=4)=[C:19]([CH3:29])[CH:18]=3)[O:14][N:13]=2)=[CH:8][C:3]=1[C:4]([OH:6])=[O:5] |f:1.2|. Procedure details: The title compound was prepared following procedure described for example 4, step 2, but starting from methyl 2-hydroxy-5-{5-[3-methyl-4-(4-methyl-3-thienyl)phenyl]-1,2,4-oxadiazol-3-yl}benzoate, obtained in step 1 and using 25 eq. of NaOH at 60° C. for 6 h. Solvents were concentrated and DCM (20 mL) was added. It was washed with HCl 1M. The organic layer was then dried over magnesium sulfate, filtered and concentrated to afford the title compound as a slightly orange solid. 1H NMR (DMSO-d6, 300...